Dataset: the Open Reaction Database (ORD), a public repository of structured organic reaction records. Task: describe an organic reaction: reactants, conditions, products, and yield Reactants: Cl.C1(CCCC=2C3=CC=CC=C3NC12)N (2,3,4,9-tetrahydro-1H-carbazol-1-amine hydrochloride), C1(=CC=CC=C1)N=C=O (phenyl isocyanate). RXN SMILES: Cl.[CH:2]1([NH2:15])[C:14]2[NH:13][C:12]3[C:7](=[CH:8][CH:9]=[CH:10][CH:11]=3)[C:6]=2[CH2:5][CH2:4][CH2:3]1.[C:16]1([N:22]=[C:23]=[O:24])[CH:21]=[CH:20][CH:19]=[CH:18][CH:17]=1>>[C:16]1([NH:22][C:23]([NH:15][CH:2]2[C:14]3[NH:13][C:12]4[C:7](=[CH:8][CH:9]=[CH:10][CH:11]=4)[C:6]=3[CH2:5][CH2:4][CH2:3]2)=[O:24])[CH:21]=[CH:20][CH:19]=[CH:18][CH:17]=1 |f:0.1|. Procedure details: N-Phenyl-N′-(2,3,4,9-tetrahydro-1H-carbazol-1-yl)urea was prepared from 2,3,4,9-tetrahydro-1H-carbazol-1-amine hydrochloride and phenyl isocyanate in a similar manner as described above to give a white solid (60% yield). 1H-NMR (DMSO-d6): δ 10.72 (s, 1H), 8.28 (s, 1H), 7.43-7.33 (m, 3H), 7.29-7.17 (m, 3H), 7.00 (m, 1H), 6.94-6.83 (m, 2H), 6.52 (d, 1H), 4.95 (m, 1H), 2.62 (m, 2H), 1.99 (m, 1H), 1.88-1.70 (m, 3H); MS m/z 304 (M−1). The product is C1(=CC=CC=C1)NC(=O)NC1CCCC=2C3=CC=CC=C3NC12 (N-Phenyl-N′-(2,3,4,9-tetrahydro-1H-carbazol-1-yl)urea), solid. Isolated yield 60.0%.